This data is from the Open Reaction Database (ORD), a public repository of structured organic reaction records. The task is: describe an organic reaction: reactants, conditions, products, and yield The reactants are BrCCOC1=CC=C(C(=O)OCC)C=C1 (ethyl p-(2-bromoethoxy)benzoate), CC1=C(NC2=CC=CC=C12)C=1C=NC=CC1 (3-methyl-2-(3-pyridyl)indole), [OH-].[K+] (KOH). The reagents and catalysts are [Br-].C(CCC)[N+](CCCC)(CCCC)CCCC (tetra-n-butyl ammonium bromide). The solvent is C(C)#N (acetonitrile). The product is C(C)OC(=O)C1=CC=C(OCCN2C(=C(C3=CC=CC=C23)C)C=2C=NC=CC2)C=C1 (1-[2-(4-ethoxycarbonylphenoxy)ethyl]-2-(3-pyridyl)-3-methylindole). Reaction SMILES: [CH3:1][C:2]1[C:10]2[C:5](=[CH:6][CH:7]=[CH:8][CH:9]=2)[NH:4][C:3]=1[C:11]1[CH:12]=[N:13][CH:14]=[CH:15][CH:16]=1.[OH-].[K+].Br[CH2:20][CH2:21][O:22][C:23]1[CH:33]=[CH:32][C:26]([C:27]([O:29][CH2:30][CH3:31])=[O:28])=[CH:25][CH:24]=1>[Br-].C([N+](CCCC)(CCCC)CCCC)CCC.C(#N)C>[CH2:30]([O:29][C:27]([C:26]1[CH:32]=[CH:33][C:23]([O:22][CH2:21][CH2:20][N:4]2[C:5]3[C:10](=[CH:9][CH:8]=[CH:7][CH:6]=3)[C:2]([CH3:1])=[C:3]2[C:11]2[CH:12]=[N:13][CH:14]=[CH:15][CH:16]=2)=[CH:24][CH:25]=1)=[O:28])[CH3:31] |f:1.2,4.5|. Procedure: To a mixture of 4.17 g of 3-methyl-2-(3-pyridyl)indole, 0.64 g of tetra-n-butyl ammonium bromide and 1.2 g of powdered KOH in 500 ml of acetonitrile, while stirring at room temperature under nitrogen, is added 5.06 g of ethyl p-(2-bromoethoxy)benzoate [for preparation see U.S. Pat. No. 2,790,825 (1957)]. The suspension is stirred for five days. After filtration to remove KBr, the filtrate is concentrated to an oil which is dissolved in ethyl acetate and extracted with 3 N HCl. The acid layer is ... The reactants are C(CCC)[Li] (n-butyllithium), [NH4+].[Cl-] (NH4Cl), C(C)(C)NC(C)C (diisopropylamine), C(C)(=O)OCC (ethyl acetate), BrC1=CC(=C(OC2=CC=C(OC(C=O)C)C=C2)C=C1)F (2-(4-(4-bromo-2-fluorophenoxy)phenoxy)propanaldehyde). Solvent: CCCCCC (hexane), CCOCC (ether), CCOCC (ether), CCOCC (ether). Run at time 15 minute. Yields the product C(C)OC(CC(C(C)OC1=CC=C(C=C1)OC1=C(C=C(C=C1)Br)F)O)=O (4-(4-(4-Bromo-2-fluorophenoxy)phenoxy)-3-hydroxypentanoate ethyl ester). Yield: 70.0%. As a reaction SMILES: C(NC(C)C)(C)C.C([Li])CCC.[C:13]([O:16][CH2:17][CH3:18])(=[O:15])[CH3:14].[Br:19][C:20]1[CH:37]=[CH:36][C:23]([O:24][C:25]2[CH:35]=[CH:34][C:28]([O:29][CH:30]([CH3:33])[CH:31]=[O:32])=[CH:27][CH:26]=2)=[C:22]([F:38])[CH:21]=1.[NH4+].[Cl-]>CCOCC.CCCCCC>[CH2:17]([O:16][C:13](=[O:15])[CH2:14][CH:31]([OH:32])[CH:30]([O:29][C:28]1[CH:34]=[CH:35][C:25]([O:24][C:23]2[CH:36]=[CH:37][C:20]([Br:19])=[CH:21][C:22]=2[F:38])=[CH:26][CH:27]=1)[CH3:33])[CH3:18] |f:4.5|. Procedure details: A solution of 1.54 ml (11 mmol) of diisopropylamine in 20 ml of ether was cooled under N2 to -78° C. and 6.9 ml (11 mmol) of 1.6M n-butyllithium in hexane was slowly added. After 15 min of -78° C. 0.97 g (11 mmol) of ethyl acetate in 3 ml of ether was added dropwise. The resulting mixture was stirred at -78° C. for 15 min when a solution of 3.39 g (10 mmol) of 2-(4-(4-bromo-2-fluorophenoxy)phenoxy)propanaldehyde in 5 ml of ether was slowly added. The mixture was allowed to warm to room temperatu...